This data is from the Open Reaction Database (ORD), a public repository of structured organic reaction records. The task is: describe an organic reaction: reactants, conditions, products, and yield Reactants: NC=1SC=CC1C(=O)N (2-aminothiophene-3-carboxamide), C(C)(C)N(CC)C(C)C (diisopropylethylamine), C(C1=CC=CC=C1)OC(=O)Cl (benzyloxycarbonyl chloride), C(C)(C)N(CC)C(C)C (diisopropylethylamine), C(C1=CC=CC=C1)OC(=O)Cl (benzyloxycarbonyl chloride). Run in O1CCCC1 (tetrahydrofuran). Reaction conditions: time 60 hour. Product: C(C1=CC=CC=C1)OC(NC=1SC=CC1C(=O)N)=O (Benzyl[3-(aminocarbonyl)-2-thienyl]carbamate). As a reaction SMILES: [NH2:1][C:2]1[S:3][CH:4]=[CH:5][C:6]=1[C:7]([NH2:9])=[O:8].C(N(C(C)C)CC)(C)C.[CH2:19]([O:26][C:27](Cl)=[O:28])[C:20]1[CH:25]=[CH:24][CH:23]=[CH:22][CH:21]=1>O1CCCC1>[CH2:19]([O:26][C:27](=[O:28])[NH:1][C:2]1[S:3][CH:4]=[CH:5][C:6]=1[C:7]([NH2:9])=[O:8])[C:20]1[CH:25]=[CH:24][CH:23]=[CH:22][CH:21]=1. Procedure: To a stirred solution of 2-aminothiophene-3-carboxamide (5 g, 35.2 mmol) in tetrahydrofuran (200 mL) under argon was added diisopropylethylamine (9.52 ml, 54.5 mmol) and benzyloxycarbonyl chloride (7.53 mL, 52.8 mmol). After stirring for 60 hours, more diisopropylethylamine (9.52 mL, 54.5 mmol) and benzyloxycarbonyl chloride (7.53 mL, 52.8 mmol) were added. After an additional 24 hours, the suspension was filtered and the resulting solution was concentrated to ˜30 mL and diluted with ethyl aceta... The reactants are C12CNCCC2CN1C1=NC2=CC=CC=C2N=C1 (2-(3,8-diaza-bicyclo[4.2.0]oct-8-yl)-quinoxaline), C12CN(CC2NC1)C(=O)C1=C(C=CC2=CC=CC=C12)OCC ((3,6-Diaza-bicyclo[3.2.0]hept-3-yl)-(2-ethoxy-naphthalen-1-yl)-methanone), ClC1=NC(=CC(=N1)OC)OC (2-chloro-4,6-dimethoxypyrimidine). Product: COC1=NC(=NC(=C1)OC)N1C2CN(CC2C1)C(=O)C1=C(C=CC2=CC=CC=C12)OCC (6-(4,6-Dimethoxypyrimidin-2-yl)-3-[(2-ethoxynaphthalen-1-yl)carbonyl]-3,6-diazabicyclo[3.2.0]heptane). As a reaction SMILES: C12N(C3C=NC4C(=CC=CC=4)N=3)CC1CCNC2.[CH:19]12[CH2:25][NH:24][CH:23]1[CH2:22][N:21]([C:26]([C:28]1[C:37]3[C:32](=[CH:33][CH:34]=[CH:35][CH:36]=3)[CH:31]=[CH:30][C:29]=1[O:38][CH2:39][CH3:40])=[O:27])[CH2:20]2.Cl[C:42]1[N:47]=[C:46]([O:48][CH3:49])[CH:45]=[C:44]([O:50][CH3:51])[N:43]=1>>[CH3:51][O:50][C:44]1[CH:45]=[C:46]([O:48][CH3:49])[N:47]=[C:42]([N:24]2[CH2:25][CH:19]3[CH:23]2[CH2:22][N:21]([C:26]([C:28]2[C:37]4[C:32](=[CH:33][CH:34]=[CH:35][CH:36]=4)[CH:31]=[CH:30][C:29]=2[O:38][CH2:39][CH3:40])=[O:27])[CH2:20]3)[N:43]=1. Reported procedure: The title compound was prepared in a manner analogous to Intermediate 2, Step A, using Intermediate 24 and 2-chloro-4,6-dimethoxypyrimidine. MS (ESI) mass calcd. for C24H26N4O4, 434.5; m/z found, 435.2 [M+H]+. The reactants are O=C(Cl)c1ccccc1, CN(C)c1ccncc1, Cc1nc(-n2ccc(N)cc2=O)sc1C(=O)NCc1ccccc1, O, c1ccncc1. Yields the product Cc1nc(-n2ccc(NC(=O)c3ccccc3)cc2=O)sc1C(=O)NCc1ccccc1. RXN SMILES: [C:25]([c:26]1[cH:27][cH:28][cH:29][cH:30][cH:31]1)(=[O:32])[Cl:33].[CH3:35][N:36]([CH3:37])[c:38]1[cH:39][cH:40][n:41][cH:42][cH:43]1.[NH2:1][c:2]1[cH:3][c:4](=[O:24])[n:5](-[c:8]2[s:9][c:10]([C:14](=[O:15])[NH:16][CH2:17][c:18]3[cH:19][cH:20][cH:21][cH:22][cH:23]3)[c:11]([CH3:13])[n:12]2)[cH:6][cH:7]1.[OH2:34].[cH:44]1[cH:45][cH:46][n:47][cH:48][cH:49]1>>[NH:1]([c:2]1[cH:3][c:4](=[O:24])[n:5](-[c:8]2[s:9][c:10]([C:14](=[O:15])[NH:16][CH2:17][c:18]3[cH:19][cH:20][cH:21][cH:22][cH:23]3)[c:11]([CH3:13])[n:12]2)[cH:6][cH:7]1)[C:25]([c:26]1[cH:27][cH:28][cH:29][cH:30][cH:31]1)=[O:32]. Run in C(C)O (ethanol). Reported procedure: 210 mg of 4-[(3-isopropyl-1H-indol-5-yl)oxy]-3,5-dimethylaniline (Example XV) are brought under reflux with 119 mg of ethyl bromoacetate and 117 mg of sodium acetate in 10 ml of ethanol for 24 h. After addition of water, the mixture is extracted with ether, and the organic phase is dried and concentrated in a rotary evaporator. By chromatographic purification (cyclohexane/ethyl acetate), 143 mg (53%) of ethyl N-{4-[(3-isopropyl-1H-indol-5-yl)oxy]-3,5-dimethylphenyl} glycinate are obtained. Reactants: BrCC(=O)OCC (ethyl bromoacetate), C(C)(=O)[O-].[Na+] (sodium acetate), C(C)(C)C1=CNC2=CC=C(C=C12)OC1=C(C=C(C=C1C)N)C (4-(3-Isopropyl-1H-indol-5-yloxy)-3,5-dimethyl-phenylamine), O (water). As a reaction SMILES: [CH:1]([C:4]1[C:12]2[C:7](=[CH:8][CH:9]=[C:10]([O:13][C:14]3[C:19]([CH3:20])=[CH:18][C:17]([NH2:21])=[CH:16][C:15]=3[CH3:22])[CH:11]=2)[NH:6][CH:5]=1)([CH3:3])[CH3:2].Br[CH2:24][C:25]([O:27][CH2:28][CH3:29])=[O:26].C([O-])(=O)C.[Na+].O>C(O)C>[CH:1]([C:4]1[C:12]2[C:7](=[CH:8][CH:9]=[C:10]([O:13][C:14]3[C:15]([CH3:22])=[CH:16][C:17]([NH:21][CH2:24][C:25]([O:27][CH2:28][CH3:29])=[O:26])=[CH:18][C:19]=3[CH3:20])[CH:11]=2)[NH:6][CH:5]=1)([CH3:3])[CH3:2] |f:2.3|. Product: C(C)(C)C1=CNC2=CC=C(C=C12)OC1=C(C=C(C=C1C)NCC(=O)OCC)C (Ethyl N-{4-[(3-isopropyl-1H-indol-5-yl)oxy]-3,5-dimethylphenyl}glycinate). Reactants: CC(C)(C)C(=O)Cl, CNC(CC(C)C)C(=O)NC1CCC2CN(Cc3cccc(C(F)(F)F)c3)CC21, CCN(C(C)C)C(C)C, ClCCl. The product is CC(C)CC(C(=O)NC1CCC2CN(Cc3cccc(C(F)(F)F)c3)CC21)N(C)C(=O)C(C)(C)C. RXN SMILES: [C:39]([C:40]([CH3:41])([CH3:42])[CH3:43])(=[O:44])[Cl:45].[CH3:1][NH:2][CH:3]([CH2:4][CH:5]([CH3:6])[CH3:7])[C:8](=[O:9])[NH:10][CH:11]1[CH2:12][CH2:13][CH:14]2[CH2:15][N:16]([CH2:19][c:20]3[cH:21][c:22]([C:26]([F:27])([F:28])[F:29])[cH:23][cH:24][cH:25]3)[CH2:17][CH:18]12.[CH:30]([N:31]([CH2:32][CH3:33])[CH:34]([CH3:35])[CH3:36])([CH3:37])[CH3:38].[Cl:46][CH2:47][Cl:48]>>[CH3:1][N:2]([CH:3]([CH2:4][CH:5]([CH3:6])[CH3:7])[C:8](=[O:9])[NH:10][CH:11]1[CH2:12][CH2:13][CH:14]2[CH2:15][N:16]([CH2:19][c:20]3[cH:21][c:22]([C:26]([F:27])([F:28])[F:29])[cH:23][cH:24][cH:25]3)[CH2:17][CH:18]12)[C:39]([C:40]([CH3:41])([CH3:42])[CH3:43])=[O:44]. The reactants are ClC=1C=CC(=C(C1)C1=CC(N(C=C1OC)C(C(=O)O)CC(C(F)(F)F)C)=O)C#N (2-[4-(5-chloro-2-cyanophenyl)-5-methoxy-2-oxopyridin-1(2H)-yl]-5,5,5-trifluoro-4-methylpentanoic acid), NC1=CC=C(C(=O)OC(C)(C)C)C=C1 (tert-butyl 4-aminobenzoate). Product: ClC=1C=CC(=C(C1)C1=CC(N(C=C1OC)C(C(=O)NC1=CC=C(C(=O)OC(C)(C)C)C=C1)CC(C(F)(F)F)C)=O)C#N (tert-Butyl 4-({2-[4-(5-chloro-2-cyanophenyl)-5-methoxy-2-oxopyridin-1(2H)-yl]-5,5,5-trifluoro-4-methylpentanoyl}amino)benzoate). As a reaction SMILES: [Cl:1][C:2]1[CH:3]=[CH:4][C:5]([C:28]#[N:29])=[C:6]([C:8]2[C:13]([O:14][CH3:15])=[CH:12][N:11]([CH:16]([CH2:20][CH:21]([CH3:26])[C:22]([F:25])([F:24])[F:23])[C:17](O)=[O:18])[C:10](=[O:27])[CH:9]=2)[CH:7]=1.[NH2:30][C:31]1[CH:43]=[CH:42][C:34]([C:35]([O:37][C:38]([CH3:41])([CH3:40])[CH3:39])=[O:36])=[CH:33][CH:32]=1>>[Cl:1][C:2]1[CH:3]=[CH:4][C:5]([C:28]#[N:29])=[C:6]([C:8]2[C:13]([O:14][CH3:15])=[CH:12][N:11]([CH:16]([CH2:20][CH:21]([CH3:26])[C:22]([F:24])([F:25])[F:23])[C:17]([NH:30][C:31]3[CH:43]=[CH:42][C:34]([C:35]([O:37][C:38]([CH3:39])([CH3:40])[CH3:41])=[O:36])=[CH:33][CH:32]=3)=[O:18])[C:10](=[O:27])[CH:9]=2)[CH:7]=1. Procedure details: 129 mg of 2-[4-(5-chloro-2-cyanophenyl)-5-methoxy-2-oxopyridin-1(2H)-yl]-5,5,5-trifluoro-4-methylpentanoic acid (mixture of racemic diastereomers) and 59 mg (0.31 mmol, 1.1 eq.) of tert-butyl 4-aminobenzoate were reacted according to General Method 5A. Yield: 51 mg (30% of theory) The reactants are Cl, COC(=O)c1ccc2oc(=O)n(Cc3ccc4[nH]c(=O)[nH]c4c3)c2c1, O. The product is O=C(O)c1ccc2oc(=O)n(Cc3ccc4[nH]c(=O)[nH]c4c3)c2c1. As a reaction SMILES: [ClH:26].[O:1]=[c:2]1[o:3][c:4]2[c:5]([n:6]1[CH2:7][c:8]1[cH:9][c:10]3[c:11]([nH:12][c:13](=[O:15])[nH:14]3)[cH:16][cH:17]1)[cH:18][c:19]([C:22](=[O:23])[O:24][CH3:25])[cH:20][cH:21]2.[OH2:27]>>[O:1]=[c:2]1[o:3][c:4]2[c:5]([n:6]1[CH2:7][c:8]1[cH:9][c:10]3[c:11]([nH:12][c:13](=[O:15])[nH:14]3)[cH:16][cH:17]1)[cH:18][c:19]([C:22](=[O:23])[OH:24])[cH:20][cH:21]2.